describe an organic reaction: reactants, conditions, products, and yield From a dataset of the Open Reaction Database (ORD), a public repository of structured organic reaction records. Reactants: Cl (HCl), C(C)S(=O)(=O)Cl (Ethylsulfonyl chloride), BrC=1C=C(N)C=C(C1)OC1=C(C=C(C=C1)F)F (3-bromo-5-(2,4-difluorophenoxy)aniline), N1=CC=CC=C1 (pyridine). The solvent is C(Cl)Cl (DCM). Conditions: time 12 hour. The product is BrC=1C=C(C=C(C1)OC1=C(C=C(C=C1)F)F)NS(=O)(=O)CC (N-[3-bromo-5-(2,4-difluorophenoxyl)phenyl]ethanesulfonamide). Isolated yield 95.6%. As a reaction SMILES: [CH2:1]([S:3](Cl)(=[O:5])=[O:4])[CH3:2].[Br:7][C:8]1[CH:9]=[C:10]([CH:12]=[C:13]([O:15][C:16]2[CH:21]=[CH:20][C:19]([F:22])=[CH:18][C:17]=2[F:23])[CH:14]=1)[NH2:11].N1C=CC=CC=1.Cl>C(Cl)Cl>[Br:7][C:8]1[CH:9]=[C:10]([NH:11][S:3]([CH2:1][CH3:2])(=[O:5])=[O:4])[CH:12]=[C:13]([O:15][C:16]2[CH:21]=[CH:20][C:19]([F:22])=[CH:18][C:17]=2[F:23])[CH:14]=1. Procedure details: Ethylsulfonyl chloride (15 uL, 0.16 mmol) was added dropwise to a stirred solution of 3-bromo-5-(2,4-difluorophenoxy)aniline (48 mg, 0.16 mmol) and pyridine (40 uL, 0.48 mmol) in DCM (320 uL) at 0° C. under nitrogen. After the mixture was allowed to warm to rt and stir for 12 h, it was treated with 1N HCl (1 mL) and extracted with DCM (3×5 mL); the combined organic extracts were washed with saturated bicarbonate solution (aq), dried over sodium sulfate, filtered and concentrated in vacuo. The cr...